This data is from the Open Reaction Database (ORD), a public repository of structured organic reaction records. The task is: describe an organic reaction: reactants, conditions, products, and yield Starting materials: O=C([O-])O, CC(=O)CC(C)C, O=c1[nH]c2ccccc2c(=O)n1CCCl, [I-], [K+], COc1cc(N)c(Cl)cc1C(=O)NC1CCNCC1OC, [Na+], O. The product is COc1cc(N)c(Cl)cc1C(=O)NC1CCN(CCn2c(=O)[nH]c3ccccc3c2=O)CC1OC. RXN SMILES: [C:37](=[O:38])([O-:39])[OH:40].[CH3:45][CH:46]([CH3:47])[CH2:48][C:49](=[O:50])[CH3:51].[Cl:1][CH2:2][CH2:3][n:4]1[c:5](=[O:15])[nH:6][c:7]2[cH:8][cH:9][cH:10][cH:11][c:12]2[c:13]1=[O:14].[I-:43].[K+:42].[NH2:16][c:17]1[cH:18][c:19]([O:35][CH3:36])[c:20]([C:21](=[O:22])[NH:23][CH:24]2[CH:25]([O:30][CH3:31])[CH2:26][NH:27][CH2:28][CH2:29]2)[cH:32][c:33]1[Cl:34].[Na+:41].[OH2:44]>>[CH2:2]([CH2:3][n:4]1[c:5](=[O:15])[nH:6][c:7]2[cH:8][cH:9][cH:10][cH:11][c:12]2[c:13]1=[O:14])[N:27]1[CH2:26][CH:25]([O:30][CH3:31])[CH:24]([NH:23][C:21]([c:20]2[c:19]([O:35][CH3:36])[cH:18][c:17]([NH2:16])[c:33]([Cl:34])[cH:32]2)=[O:22])[CH2:29][CH2:28]1. The reactants are COC(=O)c1ccc2nc(CO)sc2c1, Cc1ccccc1, CN(C)C=O, O, BrP(Br)Br. Yields the product COC(=O)c1ccc2nc(CBr)sc2c1. As a reaction SMILES: [CH3:1][O:2][C:3](=[O:4])[c:5]1[cH:6][c:7]2[c:8]([n:9][c:10]([CH2:12][OH:13])[s:11]2)[cH:14][cH:15]1.[CH3:21][c:22]1[cH:23][cH:24][cH:25][cH:26][cH:27]1.[O:28]=[CH:29][N:30]([CH3:31])[CH3:32].[OH2:20].[P:16]([Br:17])([Br:18])[Br:19]>>[CH3:1][O:2][C:3](=[O:4])[c:5]1[cH:6][c:7]2[c:8]([n:9][c:10]([CH2:12][Br:17])[s:11]2)[cH:14][cH:15]1. Starting materials: Brc1ccc(Cc2c(-c3ccc(OCCN4CCCC4)cc3)sc3ccccc23)cc1, N#C[Cu], CN(C)C=O. The product is N#Cc1ccc(Cc2c(-c3ccc(OCCN4CCCC4)cc3)sc3ccccc23)cc1. As a reaction SMILES: [Br:1][c:2]1[cH:3][cH:4][c:5]([CH2:6][c:7]2[c:8]3[c:9]([s:10][c:11]2-[c:12]2[cH:13][cH:14][c:15]([O:18][CH2:19][CH2:20][N:21]4[CH2:22][CH2:23][CH2:24][CH2:25]4)[cH:16][cH:17]2)[cH:26][cH:27][cH:28][cH:29]3)[cH:30][cH:31]1.[Cu:32][C:33]#[N:34].[O:35]=[CH:36][N:37]([CH3:38])[CH3:39]>>[c:2]1([C:33]#[N:34])[cH:3][cH:4][c:5]([CH2:6][c:7]2[c:8]3[c:9]([s:10][c:11]2-[c:12]2[cH:13][cH:14][c:15]([O:18][CH2:19][CH2:20][N:21]4[CH2:22][CH2:23][CH2:24][CH2:25]4)[cH:16][cH:17]2)[cH:26][cH:27][cH:28][cH:29]3)[cH:30][cH:31]1.